This data is from the Open Reaction Database (ORD), a public repository of structured organic reaction records. The task is: describe an organic reaction: reactants, conditions, products, and yield Starting materials: Cc1nc(Br)c[nH]1, Cc1cc(-c2ccc(C(F)(F)F)cc2)nc(Cl)n1. The product is Cc1cc(-c2ccc(C(F)(F)F)cc2)nc(-n2cc(Br)nc2C)n1. RXN SMILES: [Br:19][c:20]1[n:21][c:22]([CH3:25])[nH:23][cH:24]1.[Cl:1][c:2]1[n:3][c:4](-[c:9]2[cH:10][cH:11][c:12]([C:15]([F:16])([F:17])[F:18])[cH:13][cH:14]2)[cH:5][c:6]([CH3:8])[n:7]1>>[c:2]1(-[n:23]2[c:22]([CH3:25])[n:21][c:20]([Br:19])[cH:24]2)[n:3][c:4](-[c:9]2[cH:10][cH:11][c:12]([C:15]([F:16])([F:17])[F:18])[cH:13][cH:14]2)[cH:5][c:6]([CH3:8])[n:7]1. The reactants are C1NC(CC=2C3=CC=CC=C3NC12)C(=O)O ((3RS)-1,2,3,4-tetrahydro-β-carboline-3-carboxylic acid), C(C=C)Cl (allyl chloride), C(=S)=S (carbon disulfide), [OH-].[K+] (KOH), C(C)O (ethanol). Yields the product C(C=C)SC(=S)N1CC=2NC3=CC=CC=C3C2CC1C(=O)O ((3RS)-2-[(Allylthio)thiocarbonyl]-1,2,3,4-tetrahydro-β-carboline-3-carboxylic acid). The yield is 59.0%. As a reaction SMILES: [CH2:1]1[C:13]2[NH:12][C:11]3[C:6](=[CH:7][CH:8]=[CH:9][CH:10]=3)[C:5]=2[CH2:4][CH:3]([C:14]([OH:16])=[O:15])[NH:2]1.[OH-].[K+].C(O)C.[CH2:22](Cl)[CH:23]=[CH2:24].[C:26](=[S:28])=[S:27]>>[CH2:22]([S:28][C:26]([N:2]1[CH:3]([C:14]([OH:16])=[O:15])[CH2:4][C:5]2[C:6]3[C:11](=[CH:10][CH:9]=[CH:8][CH:7]=3)[NH:12][C:13]=2[CH2:1]1)=[S:27])[CH:23]=[CH2:24] |f:1.2|. Procedure: In the same manner as described in Example 6, (3RS)-1,2,3,4-tetrahydro-β-carboline-3-carboxylic acid (3.24 g), KOH (1.75 g), 50% ethanol (60 ml), carbon disulfide (1.8 ml) and allyl chloride (2.3 g) are reacted and treated. The product is crystallized from chloroform to give the title compound (3.0 g, 59%), m.p. 161°-162° C. Reactants: C(C)[Mg]Br (ethylmagnesium bromide), ClC1C(C2=CC=CC=C2CC1)(O)C1=CC=CC=C1 (2-chloro-1-phenyl-1,2,3,4-tetrahydronaphth-1-ol). Solvent: C1=CC=CC=C1 (benzene). Reaction conditions: temperature 0 celsius, time 30 minute. The product is C1(=CC=CC=C1)C1C(C2=CC=CC=C2CC1)=O (2-phenyl-1,2,3,4-tetrahydronaphthalen-1-one). Yield: 187.8%. As a reaction SMILES: [CH2:1]([Mg]Br)[CH3:2].Cl[CH:6]1[CH2:15][CH2:14][C:13]2[C:8](=[CH:9][CH:10]=[CH:11][CH:12]=2)[C:7]1(C1C=CC=CC=1)[OH:16]>C1C=CC=CC=1>[C:2]1([CH:6]2[CH2:15][CH2:14][C:13]3[C:8](=[CH:9][CH:10]=[CH:11][CH:12]=3)[C:7]2=[O:16])[CH:1]=[CH:8][CH:7]=[CH:6][CH:15]=1. Procedure: Step C Add ethylmagnesium bromide (1.76 mL, 5.27 mmol, M in) dropwise to a 0° C. solution of 2-chloro-1-phenyl-1,2,3,4-tetrahydronaphth-1-ol (1.36 g, 5.27 mmol) in dry benzene (20 mL). Stir the solution at 0° C. for 30 min and heat to reflux for 5 hours. Cool the mixture to room temperature and quench with saturated NH4Cl (aqueous). Extract with ether, combine the ethereal extracts, wash with water and brine, dry over Na2SO4 and concentrate to provide 1.1 g (94%) of the title compound. The reactants are C1(=CC=CC=C1)CCC1=CSC2=C1C=CC(=C2)OC (3-(2-Phenylethyl)-6-methoxy-benzothiophene), B(Br)(Br)Br (boron tribromide). Solvent: C(C)(=O)OCC (ethyl acetate). Run at time 2 hour. Yields the product C1(=CC=CC=C1)CCC1=CSC2=C1C=CC(=C2)O (3-(2-Phenylethyl)-6-hydroxy-benzothiophene). Reaction SMILES: [C:1]1([CH2:7][CH2:8][C:9]2[C:13]3[CH:14]=[CH:15][C:16]([O:18]C)=[CH:17][C:12]=3[S:11][CH:10]=2)[CH:6]=[CH:5][CH:4]=[CH:3][CH:2]=1.B(Br)(Br)Br>C(OCC)(=O)C>[C:1]1([CH2:7][CH2:8][C:9]2[C:13]3[CH:14]=[CH:15][C:16]([OH:18])=[CH:17][C:12]=3[S:11][CH:10]=2)[CH:2]=[CH:3][CH:4]=[CH:5][CH:6]=1. Procedure: A stirred, -10° C. solution of the product from Step D (5.483 grams; dry methylene chloride; 60 mL) was treated with 1M boron tribromide solution (methylene chloride; 20.81 mL). After 2 hours, the reaction was momentarily warmed to ambient temperature. It was partitioned between isopropyl acetate and aqueous sodium bicarbonate, washed once with water and dried over magnesium sulfate. Filtration and evaporation produced a semi-solid. Chromatography over silica gel (2.5:1 hex/ethyl acetate) result... Reactants: C=C(C)CCC(OC(C)=O)C(C)CCCC1(C)OCC2(CC(=O)OC)CCC1O2, O, Cc1ccc(S(=O)(=O)O)cc1, c1ccccc1. Product: COC(=O)CC12CCC(O1)C(C)(CCCC(C)C(CC=C(C)C)OC(C)=O)OC2. RXN SMILES: [C:1]([CH3:2])(=[O:3])[O:4][CH:5]([CH:6]([CH2:7][CH2:8][CH2:9][C:10]1([CH3:23])[O:11][CH2:12][C:13]2([CH2:18][C:19](=[O:20])[O:21][CH3:22])[CH2:14][CH2:15][CH:16]1[O:17]2)[CH3:24])[CH2:25][CH2:26][C:27](=[CH2:28])[CH3:29].[OH2:30].[c:31]1([CH3:32])[cH:33][cH:34][c:35]([S:36]([OH:37])(=[O:38])=[O:39])[cH:40][cH:41]1.[cH:42]1[cH:43][cH:44][cH:45][cH:46][cH:47]1>>[C:1]([CH3:2])(=[O:3])[O:4][CH:5]([CH:6]([CH2:7][CH2:8][CH2:9][C:10]1([CH3:23])[O:11][CH2:12][C:13]2([CH2:18][C:19](=[O:20])[O:21][CH3:22])[CH2:14][CH2:15][CH:16]1[O:17]2)[CH3:24])[CH2:25][CH:26]=[C:27]([CH3:28])[CH3:29]. Starting materials: C(C)OC(=O)C=1C=NC2=C(C=C(C=C2C1Cl)F)OC (4-Chloro-6-fluoro-8-methoxy-quinoline-3-carboxylic acid ethyl ester), FCCCCN (4-fluoro-butylamine). The product is C(C)OC(=O)C=1C=NC2=C(C=C(C=C2C1NCCCCF)F)OC (6-fluoro-4-(4-fluoro-butylamino)-8-methoxy-quinoline-3-carboxylic acid ethyl ester). Reaction SMILES: [CH2:1]([O:3][C:4]([C:6]1[CH:7]=[N:8][C:9]2[C:14]([C:15]=1Cl)=[CH:13][C:12]([F:17])=[CH:11][C:10]=2[O:18][CH3:19])=[O:5])[CH3:2].[F:20][CH2:21][CH2:22][CH2:23][CH2:24][NH2:25]>>[CH2:1]([O:3][C:4]([C:6]1[CH:7]=[N:8][C:9]2[C:14]([C:15]=1[NH:25][CH2:24][CH2:23][CH2:22][CH2:21][F:20])=[CH:13][C:12]([F:17])=[CH:11][C:10]=2[O:18][CH3:19])=[O:5])[CH3:2]. Procedure: 4-Chloro-6-fluoro-8-methoxy-quinoline-3-carboxylic acid ethyl ester (250 mg, 0.88 mmol) was treated with 4-fluoro-butylamine following general procedure B to afford 6-fluoro-4-(4-fluoro-butylamino)-8-methoxy-quinoline-3-carboxylic acid ethyl ester (175 mg). Thus obtained amino-ester was hydrolyzed to the corresponding acid using general procedure D and then transformed into the corresponding ethylamide (95 mg) following general procedure E. The above ethylamide (95 mg, 0.28 mmol) was subjected t...